Task: describe an organic reaction: reactants, conditions, products, and yield. Dataset: the Open Reaction Database (ORD), a public repository of structured organic reaction records RXN SMILES: [CH3:37][C:38]#[N:39].[Cl:1][C:2](=[O:3])[N:4]1[c:5]2[c:6]([cH:16][cH:17][cH:18][n:19]2)[NH:7][C:8](=[O:15])[c:9]2[c:10]1[cH:11][cH:12][cH:13][cH:14]2.[N:20]1([CH2:27][CH:28]2[CH2:29][N:30]([CH2:34][CH2:35][NH2:36])[CH2:31][CH2:32][CH2:33]2)[CH2:21][CH2:22][CH2:23][CH2:24][CH2:25][CH2:26]1>>[C:2](=[O:3])([N:4]1[c:5]2[c:6]([cH:16][cH:17][cH:18][n:19]2)[NH:7][C:8](=[O:15])[c:9]2[c:10]1[cH:11][cH:12][cH:13][cH:14]2)[NH:36][CH2:35][CH2:34][N:30]1[CH2:29][CH:28]([CH2:27][N:20]2[CH2:21][CH2:22][CH2:23][CH2:24][CH2:25][CH2:26]2)[CH2:33][CH2:32][CH2:31]1. Starting materials: CC#N, O=C1Nc2cccnc2N(C(=O)Cl)c2ccccc21, NCCN1CCCC(CN2CCCCCC2)C1. Yields the product O=C1Nc2cccnc2N(C(=O)NCCN2CCCC(CN3CCCCCC3)C2)c2ccccc21. Reactants: Cl (hydrochloric acid), [OH-].[Na+] (sodium hydroxide), [Cl-].[Cl-].[Cl-].[Al+3] (aluminium trichloride), solution, B(Cl)(Cl)Cl (boron trichloride), NC1=CC=CC=C1 (aniline), C(#N)C1=CC=NC=C1 (4-cyanopyridine), 1,1,4,4-tetrachloroethane. Run in ClC(C(Cl)Cl)Cl (1,1,2,2-tetrachloroethane), ClC(C(Cl)Cl)Cl (1,1,2,2-tetrachloroethane). Reaction conditions: temperature 100 celsius. Product: NC1=C(C=CC=C1)C(=O)C1=CC=NC=C1 ((2-Aminophenyl)-(pyridin-4-yl)methanone). The yield is 35.0%. Reaction SMILES: B(Cl)(Cl)Cl.[NH2:5][C:6]1[CH:11]=[CH:10][CH:9]=[CH:8][CH:7]=1.[C:12]([C:14]1[CH:19]=[CH:18][N:17]=[CH:16][CH:15]=1)#N.[Cl-].[Cl-].[Cl-].[Al+3].Cl.[OH-:25].[Na+]>ClC(Cl)C(Cl)Cl>[NH2:5][C:6]1[CH:11]=[CH:10][CH:9]=[CH:8][C:7]=1[C:12]([C:14]1[CH:19]=[CH:18][N:17]=[CH:16][CH:15]=1)=[O:25] |f:3.4.5.6,8.9|. Reported procedure: A 1M solution of boron trichloride (in dichloromethane, 130 ml, 130 mmol) was added dropwise to a stirred, cooled (0° C.) solution of aniline (10.92 ml, 120 mmol) in 1,1,2,2-tetrachloroethane (160 ml). After addition a solution of 4-cyanopyridine (16.63 g, 160 mmol) in 1,1,2,2-tetrachloroethane (240 ml) was added followed by solid aluminium trichloride (17.33 g, 130 mmol) and further 1,1,4,4-tetrachloroethane (100 ml). The reaction mixture was heated to 100° C. for 6 hours, cooled to 0° C. then ... Starting materials: COc1ccc2cc(Br)ccc2c1, [Mg], C1CCOC1. Yields the product [Br-], COc1ccc2cc([Mg+])ccc2c1. Reaction SMILES: [Br:1][c:2]1[cH:3][c:4]2[cH:5][cH:6][c:7]([O:12][CH3:13])[cH:8][c:9]2[cH:10][cH:11]1.[Mg:14].[O:15]1[CH2:16][CH2:17][CH2:18][CH2:19]1>>[Br-:1].[c:2]1([Mg+:14])[cH:3][c:4]2[cH:5][cH:6][c:7]([O:12][CH3:13])[cH:8][c:9]2[cH:10][cH:11]1. Reactants: C(N)(=N)C1=CC=C(C=C1)OCC1=NC2=CC(=CC=C2C(=C1)C)N(CC(=O)OCC)S(=O)(=O)C=1C=CC=C2C=CC=NC12 (2-[(4-amidinophenyl)-oxymethyl]-4-methyl-7-[N-(ethoxycarbonylmethyl)-quinoline-8-sulphonylamino]-quinoline), [OH-].[Na+] (sodium hydroxide). Yields the product C(N)(=N)C1=CC=C(C=C1)OCC1=NC2=CC(=CC=C2C(=C1)C)N(CC(=O)O)S(=O)(=O)C=1C=CC=C2C=CC=NC12 (2-[(4-Amidinophenyl)-oxymethyl]-4-methyl-7-[N-(-hydroxycarbonylmethyl)-quinoline-8-sulphonylamino]-quinoline). Reaction SMILES: [C:1]([C:4]1[CH:9]=[CH:8][C:7]([O:10][CH2:11][C:12]2[CH:21]=[C:20]([CH3:22])[C:19]3[C:14](=[CH:15][C:16]([N:23]([S:30]([C:33]4[CH:34]=[CH:35][CH:36]=[C:37]5[C:42]=4[N:41]=[CH:40][CH:39]=[CH:38]5)(=[O:32])=[O:31])[CH2:24][C:25]([O:27]CC)=[O:26])=[CH:17][CH:18]=3)[N:13]=2)=[CH:6][CH:5]=1)(=[NH:3])[NH2:2].[OH-].[Na+]>>[C:1]([C:4]1[CH:9]=[CH:8][C:7]([O:10][CH2:11][C:12]2[CH:21]=[C:20]([CH3:22])[C:19]3[C:14](=[CH:15][C:16]([N:23]([S:30]([C:33]4[CH:34]=[CH:35][CH:36]=[C:37]5[C:42]=4[N:41]=[CH:40][CH:39]=[CH:38]5)(=[O:32])=[O:31])[CH2:24][C:25]([OH:27])=[O:26])=[CH:17][CH:18]=3)[N:13]=2)=[CH:6][CH:5]=1)(=[NH:2])[NH2:3] |f:1.2|. Procedure details: Prepared analogously to Example 3 from 2-[(4-amidinophenyl)-oxymethyl]-4-methyl-7-[N-(ethoxycarbonylmethyl)-quinoline-8-sulphonylamino]-quinoline and sodium hydroxide solution. Run in CC(=O)C (acetone). Product: ICCCC1=CC2=C(S1)C=CC=C2 (2-(3-Iodo-propyl)-benzo[b]thiophene). Procedure: A mixture of 2-(3-Chloro-propyl)-benzo[b]thiophene (902 mg, 4.28 mmol) and sodium iodide (1.29 g, 8.6 mmol) was heated to 50° C. in acetone (5 ml) for 72 h, then cooled to room temperature. Aqueous sodium thiosulphate (1 M, 10 ml) was added and the product was extracted with diethyl ether (2×20 ml). The organic layer was dried (K2CO3), filtered and concentrated in vacuo to give a white solid that was filtered through Celite and eluted with heptanes. The filtrate was concentrated in vacuo to give... Starting materials: ClCCCC1=CC2=C(S1)C=CC=C2 (2-(3-Chloro-propyl)-benzo[b]thiophene), [I-].[Na+] (sodium iodide), S(=S)(=O)([O-])[O-].[Na+].[Na+] (sodium thiosulphate). As a reaction SMILES: Cl[CH2:2][CH2:3][CH2:4][C:5]1[S:9][C:8]2[CH:10]=[CH:11][CH:12]=[CH:13][C:7]=2[CH:6]=1.[I-:14].[Na+].S([O-])([O-])(=O)=S.[Na+].[Na+]>CC(C)=O>[I:14][CH2:2][CH2:3][CH2:4][C:5]1[S:9][C:8]2[CH:10]=[CH:11][CH:12]=[CH:13][C:7]=2[CH:6]=1 |f:1.2,3.4.5|. The reactants are BrC=1C=C(C=C(C1)OC(F)(F)F)C1=CC(=NN1C=1C=NC=CC1)C(=O)O (5-(3-Bromo-5-trifluoromethoxyphenyl)-1-(pyridin-3-yl)-1H-pyrazole-3-carboxylic acid), ClC=1C=C(C=C(C1)F)C1=CC(=NN1C1=NC=CC=C1)C(=O)N1CNC(C1)=O (1-{[5-(3-Chloro-5-fluorophenyl)-1-(pyridin-2-yl)-1H-pyrazol-3-yl]carbonyl}imidazolidin-4-one), S1CNCC1 (thiazolidine). The product is BrC=1C=C(C=C(C1)OC(F)(F)F)C1=CC(=NN1C=1C=NC=CC1)C(=O)N1CSCC1 ((5-[3-Bromo-5-(trifluoromethoxy)phenyl]-1-(pyridin-3-yl)-1H-pyrazol-3-yl) (1,3-thiazolidin-3-yl)methanone). RXN SMILES: [Br:1][C:2]1[CH:3]=[C:4]([C:13]2[N:17]([C:18]3[CH:19]=[N:20][CH:21]=[CH:22][CH:23]=3)[N:16]=[C:15]([C:24]([OH:26])=O)[CH:14]=2)[CH:5]=[C:6]([O:8][C:9]([F:12])([F:11])[F:10])[CH:7]=1.ClC1C=C(C2N(C3C=CC=CN=3)N=C(C(N3CC(=O)NC3)=O)C=2)C=C(F)C=1.[S:54]1[CH2:58][CH2:57][NH:56][CH2:55]1>>[Br:1][C:2]1[CH:3]=[C:4]([C:13]2[N:17]([C:18]3[CH:19]=[N:20][CH:21]=[CH:22][CH:23]=3)[N:16]=[C:15]([C:24]([N:56]3[CH2:57][CH2:58][S:54][CH2:55]3)=[O:26])[CH:14]=2)[CH:5]=[C:6]([O:8][C:9]([F:11])([F:12])[F:10])[CH:7]=1. Procedure: 130 mg (0.30 mmol) of the compound of Example 39A is reacted analogously to the synthesis of the compound of Example 1 with 0.03 ml (0.33 mmol) of thiazolidine. 116 mg (77% of theory) of the title compound is obtained. The reactants are CCOC(=O)c1cccc(-c2cnn3c(-c4ccnc(-c5ccccc5)c4)cnc3c2)c1, C1CCOC1, CO, CO, Cl, [Li+], [OH-], O. Yields the product O=C(O)c1cccc(-c2cnn3c(-c4ccnc(-c5ccccc5)c4)cnc3c2)c1. As a reaction SMILES: [CH2:1]([CH3:2])[O:3][C:4]([c:5]1[cH:6][c:7](-[c:11]2[cH:12][c:13]3[n:14]([n:15][cH:16]2)[c:17](-[c:20]2[cH:21][c:22](-[c:26]4[cH:27][cH:28][cH:29][cH:30][cH:31]4)[n:23][cH:24][cH:25]2)[cH:18][n:19]3)[cH:8][cH:9][cH:10]1)=[O:32].[CH2:35]1[O:36][CH2:37][CH2:38][CH2:39]1.[CH3:41][OH:42].[CH3:43][OH:44].[ClH:45].[Li+:34].[OH-:33].[OH2:40]>>[O:3]=[C:4]([c:5]1[cH:6][c:7](-[c:11]2[cH:12][c:13]3[n:14]([n:15][cH:16]2)[c:17](-[c:20]2[cH:21][c:22](-[c:26]4[cH:27][cH:28][cH:29][cH:30][cH:31]4)[n:23][cH:24][cH:25]2)[cH:18][n:19]3)[cH:8][cH:9][cH:10]1)[OH:32]. Reactants: CCn1c(-c2nonc2N)nc2cnc(Br)cc21, O=C([O-])[O-], CCOC(C)=O, I[Cu]I, [K+], [K+], NCc1ccccc1, CN(C)C=O, O=C(Oc1ccccc1)c1ccccc1O. The product is CCn1c(-c2nonc2N)nc2cnc(NCc3ccccc3)cc21. RXN SMILES: [Br:1][c:2]1[cH:3][c:4]2[c:5]([cH:6][n:7]1)[n:8][c:9](-[c:13]1[c:14]([NH2:18])[n:15][o:16][n:17]1)[n:10]2[CH2:11][CH3:12].[C:43](=[O:44])([O-:45])[O-:46].[CH3:54][CH2:55][O:56][C:57](=[O:58])[CH3:59].[Cu:60]([I:61])[I:62].[K+:47].[K+:48].[NH2:19][CH2:20][c:21]1[cH:22][cH:23][cH:24][cH:25][cH:26]1.[O:49]=[CH:50][N:51]([CH3:52])[CH3:53].[OH:27][c:28]1[c:29]([C:30]([O:31][c:32]2[cH:33][cH:34][cH:35][cH:36][cH:37]2)=[O:38])[cH:39][cH:40][cH:41][cH:42]1>>[c:2]1([NH:19][CH2:20][c:21]2[cH:22][cH:23][cH:24][cH:25][cH:26]2)[cH:3][c:4]2[c:5]([cH:6][n:7]1)[n:8][c:9](-[c:13]1[c:14]([NH2:18])[n:15][o:16][n:17]1)[n:10]2[CH2:11][CH3:12]. Reactants: [I-].[Na+] (sodium iodide), C(C)OC1=CC=C(\C=C/2\C(NC(S2)=O)=O)C=C1 ((Z)-5-(4-ethoxybenzylidene)thiazolidine-2,4-dione), N1=CC=C(C=C1)CCl (4-picolyl chloride), C([O-])([O-])=O.[K+].[K+] (potassium carbonate), Cl (HCl), C(C)OC1=CC=C(\C=C/2\C(N(C(S2)=O)CCC)=O)C=C1 ((Z)-5-(4-ethoxybenzylidene)-3-propylthiazolidine-2,4-dione). The product is C(C)OC1=CC=C(\C=C/2\C(N(C(S2)=O)CC2=CC=NC=C2)=O)C=C1 ((Z)-5-(4-ethoxybenzylidene)-3-(pyridin-4-ylmethyl)thiazolidine-2,4-dione). As a reaction SMILES: [CH2:1]([O:3][C:4]1[CH:17]=[CH:16][C:7](/[CH:8]=[C:9]2/[C:10](=[O:15])[NH:11][C:12](=[O:14])[S:13]/2)=[CH:6][CH:5]=1)[CH3:2].[N:18]1[CH:23]=[CH:22][C:21]([CH2:24]Cl)=[CH:20][CH:19]=1.Cl.[I-].[Na+].C(=O)([O-])[O-].[K+].[K+].C(OC1C=CC(/C=C2/C(=O)N(CCC)C(=O)S/2)=CC=1)C>>[CH2:1]([O:3][C:4]1[CH:17]=[CH:16][C:7](/[CH:8]=[C:9]2/[C:10](=[O:15])[N:11]([CH2:24][C:21]3[CH:22]=[CH:23][N:18]=[CH:19][CH:20]=3)[C:12](=[O:14])[S:13]/2)=[CH:6][CH:5]=1)[CH3:2] |f:3.4,5.6.7|. Procedure: The title compound 28l was prepared from compound 2 (75 mg, 0.30 mmol), 4-picolyl chloride.HCl (54 mg, 0.33 mmol), sodium iodide (45 mg, 0.30 mmol) and potassium carbonate (124 mg, 0.90 mmol) in a manner similar to that described for 28d in 96.1% (98 mg) yield as a white solid. The reactants are Cl (hydrochloric acid), CN(S(=O)(=O)N1C(=NC=C1)CN(CC=1N(C=CN1)S(=O)(=O)N(C)C)CC1=CC=C(CN2CC3(CC2=O)CCN(CC3)C(=O)OC(C)(C)C)C=C1)C (Tert-butyl 2-(4-{[bis({1-[(dimethylamino)sulfonyl]-1H-imidazol-2-yl}methyl)amino]methyl}benzyl)-3-oxo-2,8-diazaspiro[4.5]decane-8-carboxylate), [OH-].[Na+] (sodium hydroxide). Yields the product N1C(=NC=C1)CN(CC=1NC=CN1)CC1=CC=C(CN2CC3(CC2=O)CCNCC3)C=C1 (2-(4-{[bis(1H-imidazol-2-ylmethyl)amino]methyl}benzyl)-2,8-diazaspiro[4.5]decan-3-one). Isolated yield 99.6%. As a reaction SMILES: Cl.CN(C)S([N:7]1[CH:11]=[CH:10][N:9]=[C:8]1[CH2:12][N:13]([CH2:26][C:27]1[CH:51]=[CH:50][C:30]([CH2:31][N:32]2[C:36](=[O:37])[CH2:35][C:34]3([CH2:42][CH2:41][N:40](C(OC(C)(C)C)=O)[CH2:39][CH2:38]3)[CH2:33]2)=[CH:29][CH:28]=1)[CH2:14][C:15]1[N:16](S(N(C)C)(=O)=O)[CH:17]=[CH:18][N:19]=1)(=O)=O.[OH-].[Na+]>>[NH:7]1[CH:11]=[CH:10][N:9]=[C:8]1[CH2:12][N:13]([CH2:26][C:27]1[CH:28]=[CH:29][C:30]([CH2:31][N:32]2[C:36](=[O:37])[CH2:35][C:34]3([CH2:42][CH2:41][NH:40][CH2:39][CH2:38]3)[CH2:33]2)=[CH:50][CH:51]=1)[CH2:14][C:15]1[NH:19][CH:18]=[CH:17][N:16]=1 |f:2.3|. Procedure: A 2N-hydrochloric acid (5 mL) solution of the compound (480 mg) obtained in Example 45 was stirred at 80° C. for 3 hours. After the reaction solution was cooled to room temperature, the pH was adjusted to 12 with an aqueous 2N-sodium hydroxide solution. The aqueous layer was extracted four times with dichloromethane. The combined organic layer was washed with saturated brine and then dried over anhydrous magnesium sulfate. After removing the anhydrous magnesium sulfate by filtration, the filtrat...